This data is from the Open Reaction Database (ORD), a public repository of structured organic reaction records. The task is: describe an organic reaction: reactants, conditions, products, and yield The product is CCc1cnc(N2CCC(Oc3ncnc4c3CCN4c3ccc(S(C)(=O)=O)cc3F)CC2)nc1. The reactants are CCc1cnc(N2CCC(O)CC2)nc1, C1CCOC1, CS(=O)(=O)c1ccc(N2CCc3c(Cl)ncnc32)c(F)c1, [H-], [Na+]. Reaction SMILES: [CH2:24]([CH3:25])[c:26]1[cH:27][n:28][c:29]([N:32]2[CH2:33][CH2:34][CH:35]([OH:38])[CH2:36][CH2:37]2)[n:30][cH:31]1.[CH2:39]1[O:40][CH2:41][CH2:42][CH2:43]1.[Cl:1][c:2]1[c:3]2[c:4]([n:5][cH:6][n:7]1)[N:8]([c:11]1[c:12]([F:21])[cH:13][c:14]([S:17](=[O:18])(=[O:19])[CH3:20])[cH:15][cH:16]1)[CH2:9][CH2:10]2.[H-:23].[Na+:22]>>[c:2]1([O:38][CH:35]2[CH2:34][CH2:33][N:32]([c:29]3[n:28][cH:27][c:26]([CH2:24][CH3:25])[cH:31][n:30]3)[CH2:37][CH2:36]2)[c:3]2[c:4]([n:5][cH:6][n:7]1)[N:8]([c:11]1[c:12]([F:21])[cH:13][c:14]([S:17](=[O:18])(=[O:19])[CH3:20])[cH:15][cH:16]1)[CH2:9][CH2:10]2.